From a dataset of the Open Reaction Database (ORD), a public repository of structured organic reaction records. describe an organic reaction: reactants, conditions, products, and yield Reactants: [BH3-]C#N, C=CCCSC(C)(C)C=O, CC(=O)O, CO, CC(C)(S)CNc1ccccc1N, [Na+]. Yields the product C=CCCSC(C)(C)CNc1ccccc1NCC(C)(C)S. As a reaction SMILES: [C:28]([BH3-:29])#[N:30].[CH2:14]([CH2:15][CH:16]=[CH2:17])[S:18][C:19]([CH:20]=[O:21])([CH3:22])[CH3:23].[CH3:24][C:25](=[O:26])[OH:27].[CH3:32][OH:33].[NH2:1][c:2]1[c:3]([NH:8][CH2:9][C:10]([CH3:11])([CH3:12])[SH:13])[cH:4][cH:5][cH:6][cH:7]1.[Na+:31]>>[NH:1]([c:2]1[c:3]([NH:8][CH2:9][C:10]([CH3:11])([CH3:12])[SH:13])[cH:4][cH:5][cH:6][cH:7]1)[CH2:20][C:19]([S:18][CH2:14][CH2:15][CH:16]=[CH2:17])([CH3:22])[CH3:23]. The reactants are COC(=O)C(CC1CCC2(CC1)OCCO2)c1ccc(S(C)(=O)=O)c(Cl)c1, CC(C)=O, Cl, O. Yields the product COC(=O)C(CC1CCC(=O)CC1)c1ccc(S(C)(=O)=O)c(Cl)c1. Reaction SMILES: [CH3:1][O:2][C:3]([CH:4]([CH2:5][CH:6]1[CH2:7][CH2:8][C:9]2([O:10][CH2:13][CH2:12][O:11]2)[CH2:14][CH2:15]1)[c:16]1[cH:17][c:18]([Cl:26])[c:19]([S:22](=[O:23])(=[O:24])[CH3:25])[cH:20][cH:21]1)=[O:27].[CH3:29][C:30](=[O:31])[CH3:32].[ClH:28].[OH2:33]>>[CH3:1][O:2][C:3]([CH:4]([CH2:5][CH:6]1[CH2:7][CH2:8][C:9](=[O:10])[CH2:14][CH2:15]1)[c:16]1[cH:17][c:18]([Cl:26])[c:19]([S:22](=[O:23])(=[O:24])[CH3:25])[cH:20][cH:21]1)=[O:27]. The reactants are BrC=1C=CC(=C(C1)S(=O)(=O)NC1=CC(=CC(=C1)Cl)Cl)OC (5-Bromo-N-(3,5-dichlorophenyl)-2-methoxybenzenesulfonamide), [I-].[Li+] (lithium iodide), N1=C(C=C(C=C1C)C)C (2,4,6-collidine), Cl (hydrochloric acid). Yields the product BrC=1C=CC(=C(C1)S(=O)(=O)NC1=CC(=CC(=C1)Cl)Cl)O (5-Bromo-N-(3,5-dichlorophenyl)-2-hydroxybenzenesulfonamide). The yield is 45.3%. As a reaction SMILES: [Br:1][C:2]1[CH:3]=[CH:4][C:5]([O:20]C)=[C:6]([S:8]([NH:11][C:12]2[CH:17]=[C:16]([Cl:18])[CH:15]=[C:14]([Cl:19])[CH:13]=2)(=[O:10])=[O:9])[CH:7]=1.[I-].[Li+].N1C(C)=CC(C)=CC=1C.Cl>>[Br:1][C:2]1[CH:3]=[CH:4][C:5]([OH:20])=[C:6]([S:8]([NH:11][C:12]2[CH:17]=[C:16]([Cl:18])[CH:15]=[C:14]([Cl:19])[CH:13]=2)(=[O:10])=[O:9])[CH:7]=1 |f:1.2|. Procedure: A mixture of the white crystal of 5-Bromo-N-(3,5-dichlorophenyl)-2-methoxybenzenesulfonamide (206 mg, 0.5 mmol), lithium iodide (134 mg, 1 mmol) and 2,4,6-collidine (5 mL) was refluxed for 30 minutes under argon atmosphere. After cooling to room temperature, the reaction mixture was poured into 2N hydrochloric acid and extracted with ethyl acetate. After the ethyl acetate layer was washed successively with water and brine, dried over anhydrous magnesium sulfate, the solvent was evaporated under ... Starting materials: FC1=CC(=C(N)C=C1)C(F)(F)F (4-fluoro-2-(trifluoromethyl)-aniline), N1=CC=CC=C1 (pyridine), Cl (hydrochloric acid), C1(=CC(=CC=C1)S(=O)(=O)Cl)S(=O)(=O)Cl (1,3-benzenedisulfonic acid dichloride). The solvent is ClC(C)Cl (dichloroethane), ClC(C)Cl (dichloroethane). Reaction conditions: temperature 0 celsius, time 5 hour. The product is FC1=CC(=C(C=C1)NS(=O)(=O)C=1C=C(C=CC1)S(=O)(=O)Cl)C(F)(F)F (3-[N-(4-Fluoro-2-trifluoromethylphenyl)sulfamoyl]-benzenesulfonic acid chloride). Reaction SMILES: [F:1][C:2]1[CH:8]=[CH:7][C:5]([NH2:6])=[C:4]([C:9]([F:12])([F:11])[F:10])[CH:3]=1.N1C=CC=CC=1.[C:19]1([S:29](Cl)(=[O:31])=[O:30])[CH:24]=[CH:23][CH:22]=[C:21]([S:25]([Cl:28])(=[O:27])=[O:26])[CH:20]=1.Cl>ClC(Cl)C>[F:1][C:2]1[CH:8]=[CH:7][C:5]([NH:6][S:29]([C:19]2[CH:20]=[C:21]([S:25]([Cl:28])(=[O:27])=[O:26])[CH:22]=[CH:23][CH:24]=2)(=[O:31])=[O:30])=[C:4]([C:9]([F:10])([F:11])[F:12])[CH:3]=1. Procedure details: 8.78 g (30 mmol) of 4-fluoro-2-(trifluoromethyl)-aniline is dissolved in 88 ml of dichloroethane with exclusion of moisture, 5.55 g (70 mmol) of pyridine is added and the solution is cooled to 0° C. With this temperature being maintained, a solution of 9.9 g (36 mmol) of 1,3-benzenedisulfonic acid dichloride in 50 ml of dichloroethane is instilled, it is stirred for 30 more minutes at 0° C. and for 5 hours more at room temperature. The suspension is shaken out three times with 2N hydrochloric ac...